From a dataset of the Open Reaction Database (ORD), a public repository of structured organic reaction records. describe an organic reaction: reactants, conditions, products, and yield Starting materials: CC(=CC(N)=NO)C1=CC=C(C=C1)Cl (β-Methyl-p-chlorocinnamamidoxime), C(OCC)([O-])[O-] (ethyl orthoformate). The reagents and catalysts are B(F)(F)F.CCOCC (boron trifluoride etherate). The product is CC(=CC1=NOC=N1)C1=CC=C(C=C1)Cl (3-(β-methyl-p-chlorostyryl)-1,2,4-oxadiazole). As a reaction SMILES: [CH3:1][C:2]([C:8]1[CH:13]=[CH:12][C:11]([Cl:14])=[CH:10][CH:9]=1)=[CH:3][C:4](=[N:6][OH:7])[NH2:5].[CH:15]([O-])([O-])OCC>B(F)(F)F.CCOCC>[CH3:1][C:2]([C:8]1[CH:9]=[CH:10][C:11]([Cl:14])=[CH:12][CH:13]=1)=[CH:3][C:4]1[N:5]=[CH:15][O:7][N:6]=1 |f:2.3|. Reported procedure: β-Methyl-p-chlorocinnamamidoxime (4.64 g.) was refluxed with ethyl orthoformate (50 ml.) and two drops of boron trifluoride etherate for 45 min. Ethyl orthoformate was removed under reduced pressure and the residual brown oil was dissolved in chloroform (100 ml.) and washed consecutively with 2N-hydrochloric acid (20 ml.), saturated sodium hydrogen carbonate solution (20 ml.), and water (20 ml.). The chloroform solution was evaporated to a brown oil (ca. 4.6 g.) which was chromatographed on sili... The reactants are CC(C)([O-])C.[K+].CC(C)O (potassium t-butoxide IPA), N12CC(C(CC1)CC2)=O (3-quinuclidinone), [RuCl(p-cymene)((R)-DM-SEGPHOS)]Cl. Run in CC(C)O (IPA). Conditions: temperature 30 celsius, time 15 hour. Product: N12C[C@@H](C(CC1)CC2)O ((R)-3-quinuclidinol). RXN SMILES: [N:1]12[CH2:8][CH2:7][CH:4]([CH2:5][CH2:6]1)[C:3](=[O:9])[CH2:2]2.CC(C)([O-])C.[K+].CC(O)C>CC(O)C>[N:1]12[CH2:8][CH2:7][CH:4]([CH2:5][CH2:6]1)[C@@H:3]([OH:9])[CH2:2]2 |f:1.2.3|. Reported procedure: To a 100-mL autoclave were added 3-quinuclidinone (500 mg, 4.0 mmol), [RuCl(p-cymene)((R)-DM-SEGPHOS)]Cl (4.1 mg, 0.004 mmol), and (R)-DAIPEN (5.0 mg, 0.016 mmol). Under a nitrogen atmosphere, IPA (4 mL) and potassium t-butoxide/IPA solution (1.0 mol/L, 0.4 mL) were added thereto. Then, the mixture was stirred under a hydrogen pressure of 3 MPa at 30° C. for 15 hours. After analysis of the reaction solution, (R)-3-quinuclidinol was obtained at an optical purity of 90.8% ee and a conversion ratio... The reactants are FC1=NC(=CC=C1B(O)O)C (2-fluoro-6-picoline-3-boronic acid), BrC1=CC=C(C=N1)OCC1CCN(CC1)C(=O)OC(C)(C)C (1,1-Dimethylethyl 4-{[(6-bromo-3-pyridinyl)oxy]methyl}-1-piperidinecarboxylate), C(=O)([O-])[O-].[Na+].[Na+] (Na2CO3). Reagents/catalysts: Cl[Pd]([P](C1=CC=CC=C1)(C2=CC=CC=C2)C3=CC=CC=C3)([P](C4=CC=CC=C4)(C5=CC=CC=C5)C6=CC=CC=C6)Cl (PdCl2(PPh3)2). Product: FC1=NC(=CC=C1C1=NC=C(C=C1)OCC1CCN(CC1)C(=O)OC(C)(C)C)C (1,1-dimethylethyl 4-{[(2′-fluoro-6′-methyl-2,3′-bipyridin-5-yl)oxy]methyl}-1-piperidine carboxylate). Reaction SMILES: [F:1][C:2]1[C:7](B(O)O)=[CH:6][CH:5]=[C:4]([CH3:11])[N:3]=1.Br[C:13]1[N:18]=[CH:17][C:16]([O:19][CH2:20][CH:21]2[CH2:26][CH2:25][N:24]([C:27]([O:29][C:30]([CH3:33])([CH3:32])[CH3:31])=[O:28])[CH2:23][CH2:22]2)=[CH:15][CH:14]=1.C([O-])([O-])=O.[Na+].[Na+]>Cl[Pd](Cl)([P](C1C=CC=CC=1)(C1C=CC=CC=1)C1C=CC=CC=1)[P](C1C=CC=CC=1)(C1C=CC=CC=1)C1C=CC=CC=1>[F:1][C:2]1[C:7]([C:13]2[CH:14]=[CH:15][C:16]([O:19][CH2:20][CH:21]3[CH2:22][CH2:23][N:24]([C:27]([O:29][C:30]([CH3:33])([CH3:32])[CH3:31])=[O:28])[CH2:25][CH2:26]3)=[CH:17][N:18]=2)=[CH:6][CH:5]=[C:4]([CH3:11])[N:3]=1 |f:2.3.4,^1:42,61|. Reported procedure: 1,1-Dimethylethyl 4-{[(2′-fluoro-6′-methyl-2,3′-bipyridin-5-yl)oxy]methyl}-1-piperidinecarboxylate (0.21 g, 72%) was prepared as an off-white solid from 2-fluoro-6-picoline-3-boronic acid (0.14 g, 0.87 mmol), 1,1-dimethylethyl 4-{[(6-bromo-3-pyridinyl)oxy]methyl}-1-piperidinecarboxylate (prepared as in Example 76, Step 1, 0.27 g, 0.72 mmol), 2M Na2CO3 (2.5 mL) and PdCl2(PPh3)2 (26 mg, 0.04 mmol) DME (8 mL) in a manner similar to Example 21, Step 3. The crude material was purified by chromatograp... Reactants: C1OC2=CC=3C=C(C4=CC=C(C=C4C3C=C2O1)OCC1=CC=CC=C1)C(=O)NCCCCCC(=O)OC (Methyl N-(2,3-methylenedioxy-6-benzyloxy-phenanthr-9-ylcarbonyl)-6-aminohexanoate), N (NH3). The product is C1OC2=CC=3C=C(C4=CC=C(C=C4C3C=C2O1)OCC1=CC=CC=C1)C(=O)NCCCCCC(=O)O (N-(2,3-methylenedioxy-6-benzyloxy-phenanthr-9-ylcarbonyl)-6-aminohexanoic acid). Reaction SMILES: [CH2:1]1[O:17][C:16]2[C:3](=[CH:4][C:5]3[CH:6]=[C:7]([C:26]([NH:28][CH2:29][CH2:30][CH2:31][CH2:32][CH2:33][C:34]([O:36]C)=[O:35])=[O:27])[C:8]4[C:13]([C:14]=3[CH:15]=2)=[CH:12][C:11]([O:18][CH2:19][C:20]2[CH:25]=[CH:24][CH:23]=[CH:22][CH:21]=2)=[CH:10][CH:9]=4)[O:2]1.N>>[CH2:1]1[O:17][C:16]2[C:3](=[CH:4][C:5]3[CH:6]=[C:7]([C:26]([NH:28][CH2:29][CH2:30][CH2:31][CH2:32][CH2:33][C:34]([OH:36])=[O:35])=[O:27])[C:8]4[C:13]([C:14]=3[CH:15]=2)=[CH:12][C:11]([O:18][CH2:19][C:20]2[CH:25]=[CH:24][CH:23]=[CH:22][CH:21]=2)=[CH:10][CH:9]=4)[O:2]1. Procedure details: General procedure e from 10 (100%); white needles; mp 198-200° C.; 1H NMR (400.13 MHz) δ 8.06 (d, J=4 Hz, 1H), 7.79 (d, J=2 Hz, 1H), 7.75 (s, 1H), 7.48 (s, 1H), 7.40 (d, J=4 Hz, 2H), 7.30 (t, J=4 Hz, 2H), 7.23 (m, 1H), 7.16 (dd, J=4 Hz, 2 Hz, 1H), 7.09 (s, 1H), 6.00 (s, 2H), 5.15 (s, 2H), 3.23 (m, 2H), 2.23 (t, J=6 Hz, 2H), 1.58 (m, 4H), 1.36 (m, 2H); MS (DCI/NH3) m/e: 486 (M+H)+. Reactants: [BH4-].[Na+] (NaBH4), [N+](=O)([O-])C1=C(N)C=CC(=C1)C1=CC2=CC=CC=C2C=C1 (2-nitro-4-(2-naphthyl)aniline), [BH4-].[Na+] (NaBH4). Reagents/catalysts: [Pd] (palladium on carbon). Run in CO (methanol). The product is C1(=CC=CC=C1)C1=CC(=C(C=C1)N)N (4-phenyl-1,2-diaminobenzene). RXN SMILES: [N+:1]([C:4]1[CH:10]=[C:9]([C:11]2[CH:20]=[CH:19][C:18]3[C:13](=CC=CC=3)[CH:12]=2)[CH:8]=[CH:7][C:5]=1[NH2:6])([O-])=O.[BH4-].[Na+]>CO.[Pd]>[C:11]1([C:9]2[CH:8]=[CH:7][C:5]([NH2:6])=[C:4]([NH2:1])[CH:10]=2)[CH:12]=[CH:13][CH:18]=[CH:19][CH:20]=1 |f:1.2|. Procedure details: To a suspension of 2 g (9.3 mmol) of product obtained in Example 28 in 20 ml of methanol are slowly added 0.2 g of palladium on carbon and 0.7 g of NaBH4. After the addition of NaBH4 has ended, the reaction is already complete. The reaction mixture is filtered through shell lime and washed with ethyl acetate, and the solvents are removed under reduced pressure. This gives 1.52 g (70%). Reactants: [BH4-], CCO, O=C(c1ccccc1)c1ccccc1F, [Na+]. The product is OC(c1ccccc1)c1ccccc1F. RXN SMILES: [BH4-:16].[CH3:18][CH2:19][OH:20].[F:1][c:2]1[c:3]([C:4](=[O:5])[c:6]2[cH:7][cH:8][cH:9][cH:10][cH:11]2)[cH:12][cH:13][cH:14][cH:15]1.[Na+:17]>>[F:1][c:2]1[c:3]([CH:4]([OH:5])[c:6]2[cH:7][cH:8][cH:9][cH:10][cH:11]2)[cH:12][cH:13][cH:14][cH:15]1. Reactants: COC(=O)C1(CCC1)C1=CC=C(C=C1)NC1=NC(=NC2=C1CCC2)Cl (1-[4-(2-chloro-6,7-dihydro-5H-cyclopentapyrimidin-4-ylamino)-phenyl]cyclobutanecarboxylic acid methyl ester), N1(CCCC1)S(=O)(=O)C1=CC=C(C=C1)N (4-(pyrrolidine-1-sulfonyl)-phenylamine). The solvent is C(C)(C)O (isopropanol). Run at time 45 hour. Yields the product COC(=O)C1(CCC1)C1=CC=C(C=C1)NC1=NC(=NC2=C1CCC2)NC2=CC=C(C=C2)S(=O)(=O)N2CCCC2 (1-(4-{2-[4-(pyrrolidine-1-sulfonyl)-phenylamino]-6,7-dihydro-5H-cyclopentapyrimidin-4-ylamino}-phenyl)-cyclobutanecarboxylic acid methyl ester). Isolated yield 51.1%. Reaction SMILES: [CH3:1][O:2][C:3]([C:5]1([C:9]2[CH:14]=[CH:13][C:12]([NH:15][C:16]3[C:21]4[CH2:22][CH2:23][CH2:24][C:20]=4[N:19]=[C:18](Cl)[N:17]=3)=[CH:11][CH:10]=2)[CH2:8][CH2:7][CH2:6]1)=[O:4].[N:26]1([S:31]([C:34]2[CH:39]=[CH:38][C:37]([NH2:40])=[CH:36][CH:35]=2)(=[O:33])=[O:32])[CH2:30][CH2:29][CH2:28][CH2:27]1>C(O)(C)C>[CH3:1][O:2][C:3]([C:5]1([C:9]2[CH:14]=[CH:13][C:12]([NH:15][C:16]3[C:21]4[CH2:22][CH2:23][CH2:24][C:20]=4[N:19]=[C:18]([NH:40][C:37]4[CH:38]=[CH:39][C:34]([S:31]([N:26]5[CH2:30][CH2:29][CH2:28][CH2:27]5)(=[O:33])=[O:32])=[CH:35][CH:36]=4)[N:17]=3)=[CH:11][CH:10]=2)[CH2:8][CH2:7][CH2:6]1)=[O:4]. Procedure: 1-[4-(2-chloro-6,7-dihydro-5H-cyclopentapyrimidin-4-ylamino)-phenyl]cyclobutanecarboxylic acid methyl ester (0.36 g, 1 mmol) was added to a solution of 4-(pyrrolidine-1-sulfonyl)-phenylamine (0.24 g, 1.06 mmol) in anhydrous isopropanol (10 mL) and the mixture was stirred at a temperature in the range of 60° C. to 110° C. for 40 to 50 hours. The reaction was cooled to a temperature in the range of 15° C. to 25° C. The precipitated solid was filtered, washed with ether, and dried in vacuo to affor...